Dataset: the Open Reaction Database (ORD), a public repository of structured organic reaction records. Task: describe an organic reaction: reactants, conditions, products, and yield Solvent: O1CCCC1 (tetrahydrofuran). Reported procedure: To a solution of 5-amino-3,4-dimethylisoxazole (1.00 g, 8.92 mmol) and pyridine (0.873 ml, 10.7 mmol) in tetrahydrofuran (30 ml) was added, under ice-cooling, 2,2,2-trichloroethyl chloroformate (1.48 ml, 10.7 mmol), and the mixture was stirred at room temperature for 1 hour. Water was poured to the reaction mixture, and the resulting solution was extracted with ethyl acetate. The extract was washed with water and dried over anhydrous magnesium sulfate, and the solvent was distilled off under red... Isolated yield 62.8%. Product: CC1=NOC(=C1C)NC(OCC(Cl)(Cl)Cl)=O (2,2,2-Trichloroethyl (3,4-dimethylisoxazol-5-yl)carbamate). Reactants: O (Water), NC1=C(C(=NO1)C)C (5-amino-3,4-dimethylisoxazole), N1=CC=CC=C1 (pyridine), ClC(=O)OCC(Cl)(Cl)Cl (2,2,2-trichloroethyl chloroformate). RXN SMILES: [NH2:1][C:2]1[O:6][N:5]=[C:4]([CH3:7])[C:3]=1[CH3:8].N1C=CC=CC=1.Cl[C:16]([O:18][CH2:19][C:20]([Cl:23])([Cl:22])[Cl:21])=[O:17].O>O1CCCC1>[CH3:7][C:4]1[C:3]([CH3:8])=[C:2]([NH:1][C:16](=[O:17])[O:18][CH2:19][C:20]([Cl:23])([Cl:22])[Cl:21])[O:6][N:5]=1. The reactants are O1C=NC2=C1C=C(C=C2)N (benzo[d]oxazol-6-amine), C(C)(C)(C)O[Na] (t-BuONa), (±)-BINAP, C(C1=CC=CC=C1)OC=1C(=NC=NC1C1=CC=C(C=C1)C)Cl (5-(benzyloxy)-4-chloro-6-p-tolylpyrimidine). Reagents/catalysts: C=1C=CC(=CC1)/C=C/C(=O)/C=C/C2=CC=CC=C2.C=1C=CC(=CC1)/C=C/C(=O)/C=C/C2=CC=CC=C2.[Pd] (Pd(dba)2). The solvent is C1(=CC=CC=C1)C (PhMe). Conditions: temperature 115 celsius. Product: C(C1=CC=CC=C1)OC=1C(=NC=NC1C1=CC=C(C=C1)C)NC1=CC2=C(N=CO2)C=C1 (N-(5-(benzyloxy)-6-p-tolylpyrimidin-4-yl)benzo[d]oxazol-6-amine). The yield is 25.9%. As a reaction SMILES: [CH2:1]([O:8][C:9]1[C:10](Cl)=[N:11][CH:12]=[N:13][C:14]=1[C:15]1[CH:20]=[CH:19][C:18]([CH3:21])=[CH:17][CH:16]=1)[C:2]1[CH:7]=[CH:6][CH:5]=[CH:4][CH:3]=1.[O:23]1[C:27]2[CH:28]=[C:29]([NH2:32])[CH:30]=[CH:31][C:26]=2[N:25]=[CH:24]1.C(O[Na])(C)(C)C>C1(C)C=CC=CC=1.C1C=CC(/C=C/C(/C=C/C2C=CC=CC=2)=O)=CC=1.C1C=CC(/C=C/C(/C=C/C2C=CC=CC=2)=O)=CC=1.[Pd]>[CH2:1]([O:8][C:9]1[C:10]([NH:32][C:29]2[CH:30]=[CH:31][C:26]3[N:25]=[CH:24][O:23][C:27]=3[CH:28]=2)=[N:11][CH:12]=[N:13][C:14]=1[C:15]1[CH:20]=[CH:19][C:18]([CH3:21])=[CH:17][CH:16]=1)[C:2]1[CH:7]=[CH:6][CH:5]=[CH:4][CH:3]=1 |f:4.5.6|. Procedure: 5-(benzyloxy)-4-chloro-6-p-tolylpyrimidine (50 mg, 0.161 mmol) was dissolved in PhMe, to this was added benzo[d]oxazol-6-amine (23.7 mg, 1.1 eq), Pd(dba)2 (4.6 mg, 0.05 eq), t-BuONa (31 mg, 2 eq), and (±)-BINAP (15 mg, 0.15 eq). The mixture was degassed and heated at 115° C. overnight. The mixture was cooled to room temperature, diluted with EtOAc and washed with H2O. Preparative TLC gave 17 mg of the title compound. Reagents/catalysts: [Pd] (palladium on carbon). The product is N[C@H]1[C@H]([C@@H]2CC[C@H]1C2)C(=O)N ((+/−)-(1R,2S,3R,4S)-3-aminobicyclo[2.2.1]heptane-2-carboxamide). Reactants: N[C@H]1[C@H]([C@@H]2C=C[C@H]1C2)C(=O)N ((+/−)-(1S,2S,3R,4R)-3-aminobicyclo[2.2.1]hept-5-ene-2-carboxamide). RXN SMILES: [NH2:1][C@@H:2]1[C@@H:7]2[CH2:8][C@@H:4]([CH:5]=[CH:6]2)[C@@H:3]1[C:9]([NH2:11])=[O:10]>CO.[Pd]>[NH2:1][C@@H:2]1[C@@H:7]2[CH2:8][C@@H:4]([CH2:5][CH2:6]2)[C@@H:3]1[C:9]([NH2:11])=[O:10]. Reaction conditions: time 8 hour. Reported procedure: A solution of (+/−)-(1S,2S,3R,4R)-3-aminobicyclo[2.2.1]hept-5-ene-2-carboxamide (707 mg, 4.65 mmol) in methanol (23 ml) was evacuated and purged with nitrogen and treated with palladium on carbon (74.2 mg, 0.070 mmol). The resulting suspension was evacuated and purged with a hydrogen balloon and stirred under the hydrogen overnight. The mixture was filtered through celite, washed with methanol, and dried to afford the title compound. The solvent is CO (methanol). Reactants: C1NCCC2=C1NC1=CC=CC=C21 (2,3,4,9-tetrahydro-1H-pyrido[3,4-b]indole), BrCCCBr (1,3-dibromopropane), BrCCCN1CC=2NC3=CC=CC=C3C2CC1 (2,3,4,9-tetrahydro-2-(3-bromopropyl)-1H-pyrido[3,4-b]indole), FC(C=1C=C(CN2CCNCC2)C=CC1)(F)F (1-[3-(trifluoromethyl)benzyl]piperazine). Yields the product FC=1C=C(CN2CCN(CC2)CCCN2CC=3NC4=CC=CC=C4C3CC2)C=CC1 (2-[3-[4-[3-Fluorobenzyl]-1-piperazinyl]propyl]-2,3,4,9-tetrahydro-1H-pyrido[3,4-b]indole). Reaction SMILES: [CH2:1]1[C:6]2[NH:7][C:8]3[C:13]([C:5]=2[CH2:4][CH2:3][NH:2]1)=[CH:12][CH:11]=[CH:10][CH:9]=3.Br[CH2:15][CH2:16][CH2:17]Br.Br[CH2:20][CH2:21][CH2:22][N:23]1[CH2:35][CH2:34][C:33]2[C:32]3[C:27](=CC=C[CH:31]=3)[NH:26][C:25]=2[CH2:24]1.[F:36]C(F)(F)C1C=C(C=CC=1)CN1CCNCC1>>[F:36][C:15]1[CH:33]=[C:32]([CH:31]=[CH:17][CH:16]=1)[CH2:27][N:26]1[CH2:25][CH2:24][N:23]([CH2:22][CH2:21][CH2:20][N:2]2[CH2:3][CH2:4][C:5]3[C:13]4[C:8](=[CH:9][CH:10]=[CH:11][CH:12]=4)[NH:7][C:6]=3[CH2:1]2)[CH2:35][CH2:34]1. Procedure details: Following the procedure of Example 1, 2,3,4,9-tetrahydro-1H-pyrido[3,4-b]indole is alkylated with 1,3-dibromopropane. The intermediate 2,3,4,9-tetrahydro-2-(3-bromopropyl)-1H-pyrido[3,4-b]indole is then reacted with 1-[3-(trifluoromethyl)benzyl]piperazine to obtain the title compound. Reactants: FC(S(=O)(=O)O)(F)F (trifluoromethanesulfonic acid), FC(F)(F)SC1=C(C=CC=C1)C#CC1=CC=CC=C1 ((trifluoromethyl)-(2-(2-phenylethynyl)phenyl)sulfide), CCOCC (ether). Run in C(C)#N (acetonitrile), C(Cl)Cl (methylene chloride). Conditions: temperature -80 celsius, time 8 hour. Product: FC(S(=O)(=O)[O-])(F)F.FC([S+]1C2=C(C=C1C1=CC=CC=C1)C=CC=C2)(F)F (S-(trifluoromethyl)-2-phenylbenzo[b]thiophenium trifluoromethanesulfonate). Yield: 77.8%. RXN SMILES: [F:1][C:2]([S:5][C:6]1[CH:11]=[CH:10][CH:9]=[CH:8][C:7]=1[C:12]#[C:13][C:14]1[CH:19]=[CH:18][CH:17]=[CH:16][CH:15]=1)([F:4])[F:3].[F:20][C:21]([F:27])([F:26])[S:22]([OH:25])(=[O:24])=[O:23].CCOCC>C(Cl)Cl.C(#N)C>[F:20][C:21]([F:27])([F:26])[S:22]([O-:25])(=[O:24])=[O:23].[F:1][C:2]([F:4])([F:3])[S+:5]1[C:13]([C:14]2[CH:19]=[CH:18][CH:17]=[CH:16][CH:15]=2)=[CH:12][C:7]2[CH:8]=[CH:9][CH:10]=[CH:11][C:6]1=2 |f:5.6|. Reported procedure: A solution of (trifluoromethyl)-(2-(2-phenylethynyl)phenyl)sulfide (1.5 g, 5.4 mmol) prepared in Example 2 in 10 ml of methylene chloride was charged into a 50-ml eggplant flask equipped with a stirrer, and cooled to −80° C. Then, trifluoromethanesulfonic acid (1.62 g, 10.8 mmol) was added dropwise to the solution, and the solution was gradually heated to room temperature, and stirred overnight. After completion of the reaction, a solvent was removed, ether was added to the obtained residue to c... Reactants: Cc1ncccc1Oc1cc(Sc2ccccn2)cnc1Nc1nc(C2CCN(C(=O)OC(C)(C)C)CC2)ns1, ClCCl, O=C(O)C(F)(F)F. Yields the product Cc1ncccc1Oc1cc(Sc2ccccn2)cnc1Nc1nc(C2CCNCC2)ns1. As a reaction SMILES: [CH3:1][c:2]1[n:3][cH:4][cH:5][cH:6][c:7]1[O:8][c:9]1[c:10]([NH:22][c:23]2[n:24][c:25]([CH:28]3[CH2:29][CH2:30][N:31]([C:34]([O:35][C:36]([CH3:37])([CH3:38])[CH3:39])=[O:40])[CH2:32][CH2:33]3)[n:26][s:27]2)[n:11][cH:12][c:13]([S:15][c:16]2[n:17][cH:18][cH:19][cH:20][cH:21]2)[cH:14]1.[Cl:48][CH2:49][Cl:50].[F:41][C:42]([F:43])([F:44])[C:45]([OH:46])=[O:47]>>[CH3:1][c:2]1[n:3][cH:4][cH:5][cH:6][c:7]1[O:8][c:9]1[c:10]([NH:22][c:23]2[n:24][c:25]([CH:28]3[CH2:29][CH2:30][NH:31][CH2:32][CH2:33]3)[n:26][s:27]2)[n:11][cH:12][c:13]([S:15][c:16]2[n:17][cH:18][cH:19][cH:20][cH:21]2)[cH:14]1.